From a dataset of the Open Reaction Database (ORD), a public repository of structured organic reaction records. describe an organic reaction: reactants, conditions, products, and yield Starting materials: O[C@@H](CCCCOC1(CCN(CC1)C(=O)OC(C)(C)C)C)C ((R)-tert-butyl 4-((5-hydroxyhexyl)oxy)-4-methylpiperidine-1-carboxylate), [H-].[Na+] (NaH), O (Water), C(C1=CC=CC=C1)Br (Benzyl bromide). Solvent: CN(C)C=O (DMF). Reaction conditions: time 1 hour. Yields the product C(C1=CC=CC=C1)O[C@@H](CCCCOC1(CCN(CC1)C(=O)OC(C)(C)C)C)C ((R)-tert-butyl 4-((5-(benzyloxy)hexyl)oxy)-4-methylpiperidine-1-carboxylate). The yield is 60.5%. Reaction SMILES: [OH:1][C@H:2]([CH3:22])[CH2:3][CH2:4][CH2:5][CH2:6][O:7][C:8]1([CH3:21])[CH2:13][CH2:12][N:11]([C:14]([O:16][C:17]([CH3:20])([CH3:19])[CH3:18])=[O:15])[CH2:10][CH2:9]1.[H-].[Na+].[CH2:25](Br)[C:26]1[CH:31]=[CH:30][CH:29]=[CH:28][CH:27]=1.O>CN(C=O)C>[CH2:25]([O:1][C@H:2]([CH3:22])[CH2:3][CH2:4][CH2:5][CH2:6][O:7][C:8]1([CH3:21])[CH2:13][CH2:12][N:11]([C:14]([O:16][C:17]([CH3:20])([CH3:19])[CH3:18])=[O:15])[CH2:10][CH2:9]1)[C:26]1[CH:31]=[CH:30][CH:29]=[CH:28][CH:27]=1 |f:1.2|. Procedure details: To a solution of (R)-tert-butyl 4-((5-hydroxyhexyl)oxy)-4-methylpiperidine-1-carboxylate (4.5 g, 14.27 mmol) in DMF (50 mL) at 0° C. was added 60% NaH (0.685 g, 17.12 mmol) and the resulting mixture was stirred at room temp for 1 h. Benzyl bromide (2.55 mL, 21.40 mmol) was then added and the mixture was stirred for 16 h. Water (20 mL) was then added and the mixture was extracted with ether (100 mL), washed with brine (25 ml), dried (Na2SO4), filtered and concentrated. The residue was then purifi... Reactants: BrC(Br)(Br)Br, CCOC(=O)c1ccc(C=O)cc1, ClCCl, O, c1ccc(P(c2ccccc2)c2ccccc2)cc1. The product is CCOC(=O)c1ccc(C=C(Br)Br)cc1. As a reaction SMILES: [C:33]([Br:34])([Br:35])([Br:36])[Br:37].[CH2:1]([CH3:2])[O:3][C:4]([c:5]1[cH:6][cH:7][c:8]([CH:11]=[O:12])[cH:9][cH:10]1)=[O:13].[Cl:39][CH2:40][Cl:41].[OH2:38].[c:14]1([P:15]([c:16]2[cH:17][cH:18][cH:19][cH:20][cH:21]2)[c:22]2[cH:23][cH:24][cH:25][cH:26][cH:27]2)[cH:28][cH:29][cH:30][cH:31][cH:32]1>>[CH2:1]([CH3:2])[O:3][C:4]([c:5]1[cH:6][cH:7][c:8]([CH:11]=[C:33]([Br:34])[Br:35])[cH:9][cH:10]1)=[O:13]. Starting materials: CC(=O)NC1=CC=CC(=C1)C2=CN=C3C(=C2)C(=CN3)C4=CC=CC=C4OC (PPy-C), [N+](=O)([O-])[O-].[Co+2].[N+](=O)([O-])[O-] (cobalt nitrate), [Co] (cobalt), [Co] (cobalt). Solvent: O (water). Reaction conditions: temperature 80 celsius, time 30 minute. Product: [Co].CC(=O)NC1=CC=CC(=C1)C2=CN=C3C(=C2)C(=CN3)C4=CC=CC=C4OC (cobalt PPy-C). Reaction SMILES: [N+]([O-])([O-])=O.[Co+2:5].[N+]([O-])([O-])=O.[Co].[CH3:11][C:12]([NH:14][C:15]1[CH:20]=[C:19]([C:21]2[CH:26]=[C:25]3[C:27]([C:30]4[C:35]([O:36][CH3:37])=[CH:34][CH:33]=[CH:32][CH:31]=4)=[CH:28][NH:29][C:24]3=[N:23][CH:22]=2)[CH:18]=[CH:17][CH:16]=1)=[O:13]>O>[Co:5].[CH3:11][C:12]([NH:14][C:15]1[CH:20]=[C:19]([C:21]2[CH:26]=[C:25]3[C:27]([C:30]4[C:35]([O:36][CH3:37])=[CH:34][CH:33]=[CH:32][CH:31]=4)=[CH:28][NH:29][C:24]3=[N:23][CH:22]=2)[CH:18]=[CH:17][CH:16]=1)=[O:13] |f:0.1.2,6.7|. Procedure: 2 g of the PPy-C dry powder obtained in step 1) was added to 44 mL of pure water, and the mixture was stirred for 30 minutes while being heated up to 80° C., so that a PPy-C dispersion liquid having PPy-C dispersed therein was obtained. Subsequently, 1.1 g of cobalt nitrate (II) hexahydrate was dissolved in 11 mL of pure water to prepare an aqueous cobalt-containing solution. Then, the aqueous cobalt-containing solution was added to the PPy-C dispersion liquid and the mixture was stirred at 80° ... Reactants: COc1c(C=Cc2ccc(NS(C)(=O)=O)cc2)cc(N2CCC(=O)NC2=O)cc1C(C)(C)C, CCOP(=O)(Cc1ccc(F)cc1)OCC. Product: COc1c(C=Cc2ccc(F)cc2)cc(N2CCC(=O)NC2=O)cc1C(C)(C)C. Reaction SMILES: [C:1]([CH3:2])([CH3:3])([CH3:4])[c:5]1[c:6]([O:32][CH3:33])[c:7]([CH:8]=[CH:9][c:10]2[cH:11][cH:12][c:13]([NH:16][S:17]([CH3:18])(=[O:19])=[O:20])[cH:14][cH:15]2)[cH:21][c:22]([N:24]2[C:25](=[O:31])[NH:26][C:27](=[O:30])[CH2:28][CH2:29]2)[cH:23]1.[F:34][c:35]1[cH:36][cH:37][c:38]([CH2:39][P:40](=[O:41])([O:42][CH2:43][CH3:44])[O:45][CH2:46][CH3:47])[cH:48][cH:49]1>>[C:1]([CH3:2])([CH3:3])([CH3:4])[c:5]1[c:6]([O:32][CH3:33])[c:7]([CH:8]=[CH:9][c:10]2[cH:11][cH:12][c:13]([F:34])[cH:14][cH:15]2)[cH:21][c:22]([N:24]2[C:25](=[O:31])[NH:26][C:27](=[O:30])[CH2:28][CH2:29]2)[cH:23]1.